From a dataset of the Open Reaction Database (ORD), a public repository of structured organic reaction records. describe an organic reaction: reactants, conditions, products, and yield Starting materials: ClC1=CC(=C(C#N)C=C1)NC(=O)OCC (4-chloro-2-(ethoxycarbonylamino)benzonitrile), BrCC(=O)OC (methyl bromoacetate). The product is NC1=C(N(C2=CC(=CC=C12)Cl)C(=O)OCC)C(=O)OC (Methyl 3-amino-6-chloro-1-(ethoxycarbonyl)indole-2-carboxylate). Reaction SMILES: [Cl:1][C:2]1[CH:9]=[CH:8][C:5]([C:6]#[N:7])=[C:4]([NH:10][C:11]([O:13][CH2:14][CH3:15])=[O:12])[CH:3]=1.Br[CH2:17][C:18]([O:20][CH3:21])=[O:19]>>[NH2:7][C:6]1[C:5]2[C:4](=[CH:3][C:2]([Cl:1])=[CH:9][CH:8]=2)[N:10]([C:11]([O:13][CH2:14][CH3:15])=[O:12])[C:17]=1[C:18]([O:20][CH3:21])=[O:19]. Procedure details: The title compound was prepared according to the procedure described in step 2 of Example 1 from 4-chloro-2-(ethoxycarbonylamino)benzonitrile (Example 1, step 2) and methyl bromoacetate. 1H-NMR (CDCl3) δ: 8.08 (1H, d, J=1.8 Hz), 7.42 (1H, d, J=8.8 Hz), 7.22 (1H, dd, J=8.8, 1.8 Hz), 5.17 (2H, br s), 4.40 (2H, q, J=7.3 Hz), 3.88 (3H, s), 1.40 (3H, t, J=7.3 Hz) Reactants: [N+](=O)([O-])C1=C(C=CC=C1)C=1C2=C(NC(CN1)=O)SC=C2 (1,3-dihydro-5-(o-nitrophenyl)-2H-thieno[2,3-e]-1,4-diazepin-2-one), ice, O (water), P12(=S)SP3(=S)SP(=S)(S1)SP(=S)(S2)S3 (phosphorus pentasulphide). Solvent: N1=CC=CC=C1 (pyridine). Run at time 1.5 hour. Product: [N+](=O)([O-])C1=C(C=CC=C1)C=1C2=C(NC(CN1)=S)SC=C2 (1,3-dihydro-5-(o-nitrophenyl)-2H-thieno[2,3-e]-1,4-diazepine-2-thione). Reaction SMILES: [N+:1]([C:4]1[CH:9]=[CH:8][CH:7]=[CH:6][C:5]=1[C:10]1[C:11]2[CH:20]=[CH:19][S:18][C:12]=2[NH:13][C:14](=O)[CH2:15][N:16]=1)([O-:3])=[O:2].P12(SP3(SP(SP(S3)(S1)=S)(=S)S2)=S)=[S:22].O>N1C=CC=CC=1>[N+:1]([C:4]1[CH:9]=[CH:8][CH:7]=[CH:6][C:5]=1[C:10]1[C:11]2[CH:20]=[CH:19][S:18][C:12]=2[NH:13][C:14](=[S:22])[CH2:15][N:16]=1)([O-:3])=[O:2]. Reported procedure: 15.7 g (0.055 mol) of 1,3-dihydro-5-(o-nitrophenyl)-2H-thieno[2,3-e]-1,4-diazepin-2-one are warmed to 60° C. in 40 ml of absolute pyridine and there are added with vigorous stirring 15.7 g of finely powdered phosphorus pentasulphide. The mixture is stirred for a further 1.5 hours at this temperature, subsequently poured on to 500 g of ice and 500 ml of water with vigorous stirring and stirred for 2 hours. The resulting precipitate is filtered under a vacuum and washed with a large amount of wate... Starting materials: CC(CCCOC=1C=CC2=C(C=C(C(O2)CCC2=CC=CC=C2)C=2N(C=CN2)C)C1)(C(CC1CCCCC1)=O)C (6-(4,4-dimethyl-6-cyclohexyl-5-oxohexyl)oxy-2-(2-phenylethyl)-3-(1-methyl-1H-imidazol-2-yl)-2H-1-benzopyran), FC1=CC=C(C=C1)CCC1OC2=C(C=C1C=1N(C=CN1)C)C=C(C=C2)OCCCC2(CCCC2)C(CC2=CC=C(C=C2)F)=O (1-[3-[2-(2-(4-fluorophenyl)-ethyl)-3-(1-methyl-1H-imidazol-2-yl)-2H-1-benzopyran-6-yl]oxypropyl]-1-[1-oxo-2-(4-fluorophenyl)ethyl]cyclopentane). Product: CC(CCCOC1=CC2=C(C=C(C(O2)CCC2=CC=CC=C2)C=2N(C=CN2)C)C=C1)(C(CC1CCCCC1)=O)C ((+-)-7-(4,4-dimethyl-6-cyclohexyl-5-oxohexyl)oxy-2-(2-phenyl-ethyl)-3-(1-methyl-1H-imidazol-2-yl)-2H-1-benzopyran). As a reaction SMILES: CC(C)(C(=O)CC1CCCCC1)CCCO[C:7]1[CH:8]=[CH:9][C:10]2[O:15][CH:14]([CH2:16][CH2:17][C:18]3[CH:23]=[CH:22][CH:21]=[CH:20][CH:19]=3)[C:13]([C:24]3[N:25]([CH3:29])[CH:26]=[CH:27][N:28]=3)=[CH:12][C:11]=2[CH:30]=1.FC1C=CC(CCC2C(C3N(C)C=CN=3)=CC3C=C([O:66][CH2:67][CH2:68][CH2:69][C:70]4([C:75](=[O:84])[CH2:76][C:77]5[CH:82]=[CH:81][C:80](F)=[CH:79][CH:78]=5)[CH2:74]CC[CH2:71]4)C=CC=3O2)=CC=1>>[CH3:71][C:70]([CH3:74])([C:75](=[O:84])[CH2:76][CH:77]1[CH2:82][CH2:81][CH2:80][CH2:79][CH2:78]1)[CH2:69][CH2:68][CH2:67][O:66][C:8]1[CH:7]=[CH:30][C:11]2[CH:12]=[C:13]([C:24]3[N:25]([CH3:29])[CH:26]=[CH:27][N:28]=3)[CH:14]([CH2:16][CH2:17][C:18]3[CH:19]=[CH:20][CH:21]=[CH:22][CH:23]=3)[O:15][C:10]=2[CH:9]=1. Procedure details: 6-(4,4-dimethyl-6-cyclohexyl-5-oxohexyl)oxy-2-(2-phenylethyl)-3-(1-methyl-1H-imidazol-2-yl)-2H-1-benzopyran, and 1-[3-[2-(2-(4-fluorophenyl)-ethyl)-3-(1-methyl-1H-imidazol-2-yl)-2H-1-benzopyran-6-yl]oxypropyl]-1-[1-oxo-2-(4-fluorophenyl)ethyl]cyclopentane.